Dataset: the Open Reaction Database (ORD), a public repository of structured organic reaction records. Task: describe an organic reaction: reactants, conditions, products, and yield Starting materials: BrC=1C=NC=C(C1C=O)Br (3,5-dibromo-pyridine-4-carbaldehyde), O.NN (hydrazine hydrate). Reaction conditions: temperature 120 celsius. Yields the product BrC=1C=NC=C(C1\C=N\N)Br ([1-(3,5-Dibromo-pyridin-4-yl)meth-(E)-ylidene]-hydrazine). The yield is 49.1%. RXN SMILES: [Br:1][C:2]1[CH:3]=[N:4][CH:5]=[C:6]([Br:10])[C:7]=1[CH:8]=O.O.[NH2:12][NH2:13]>>[Br:1][C:2]1[CH:3]=[N:4][CH:5]=[C:6]([Br:10])[C:7]=1/[CH:8]=[N:12]/[NH2:13] |f:1.2|. Reported procedure: In analogy to GP 1, 54 mg of 3,5-dibromo-pyridine-4-carbaldehyde (0.2 mmol, 1 eq; commercially available or prepared as described in U.S. Pat. No. 6,232,320 or WO2005110410) were dissolved in 1 mL 1-propyl alkohol, treated with 30 μL 80% hydrazine hydrate (0.61 mmol, 3 eq.) and heated to 120° C. for 30 min (employing a Biotage Initiator® microwave oven). The precipitate was filtered and washed with cold 1-propyl alkohol to yield 27 mg of the hydrazone (0.1 mmol, 50% yield). RXN SMILES: Cl[C:2]1[C:21]([C:22]2[NH:23][C:24]([C:27](=[O:31])[N:28]([CH3:30])[CH3:29])=[CH:25][CH:26]=2)=[CH:20][C:5]([C:6]([NH:8][C:9]2[CH:14]=[CH:13][C:12]([O:15][C:16]([Cl:19])([F:18])[F:17])=[CH:11][CH:10]=2)=[O:7])=[CH:4][N:3]=1.[NH:32]1[CH2:36][CH2:35][C@@H:34]([OH:37])[CH2:33]1.CCN(C(C)C)C(C)C>CC(O)C>[Cl:19][C:16]([F:17])([F:18])[O:15][C:12]1[CH:13]=[CH:14][C:9]([NH:8][C:6](=[O:7])[C:5]2[CH:20]=[C:21]([C:22]3[NH:23][C:24]([C:27](=[O:31])[N:28]([CH3:30])[CH3:29])=[CH:25][CH:26]=3)[C:2]([N:32]3[CH2:36][CH2:35][C@@H:34]([OH:37])[CH2:33]3)=[N:3][CH:4]=2)=[CH:10][CH:11]=1. Solvent: CC(C)O (iPrOH). The product is ClC(OC1=CC=C(C=C1)NC(C1=CN=C(C(=C1)C=1NC(=CC1)C(N(C)C)=O)N1C[C@@H](CC1)O)=O)(F)F ((R)—N-(4-(Chlorodifluoromethoxy)phenyl)-5-(5-(dimethylcarbamoyl)-1H-pyrrol-2-yl)-6-(3-hydroxypyrrolidin-1-yl)nicotinamide). Reported procedure: A mixture of 6-chloro-N-(4-(chlorodifluoromethoxy)phenyl)-5-(5-(dimethylcarbamoyl)-1H-pyrrol-2-yl)nicotinamide (Stage 73.1, 60 mg, 0.102 mmol), (R)-pyrrolidin-3-ol (17.82 mg, 0.205 mmol), DIPEA (71.5 μL, 0.409 mmol) and iPrOH (205 μL) in a sealed vial was subjected to MW irradiation at 140° C. for 1 h. The RM was purified by preparative SFC (Column NH2, isocratic 24% in 6 min.) to yield the title compound as a white solid. UPLC-MS (Condition 3) tR=1.03 min, m/z=520.1 [M+H]+, m/z=564.2 [M+FA−H]−;... The reactants are ClC1=NC=C(C(=O)NC2=CC=C(C=C2)OC(F)(F)Cl)C=C1C=1NC(=CC1)C(N(C)C)=O (6-chloro-N-(4-(chlorodifluoromethoxy)phenyl)-5-(5-(dimethylcarbamoyl)-1H-pyrrol-2-yl)nicotinamide), N1C[C@@H](CC1)O ((R)-pyrrolidin-3-ol), CCN(C(C)C)C(C)C (DIPEA). The reactants are COC(=O)c1cccc(Br)c1, O=Cc1ccc(Br)cc1F, CC(=O)[O-], CN(C)C=O, [K+], O. Yields the product COC(=O)c1cccc(-c2ccc(C=O)c(F)c2)c1. RXN SMILES: [Br:16][c:17]1[cH:18][c:19]([C:20](=[O:21])[O:22][CH3:23])[cH:24][cH:25][cH:26]1.[Br:1][c:2]1[cH:3][c:4]([F:10])[c:5]([CH:6]=[O:7])[cH:8][cH:9]1.[CH3:12][C:13](=[O:14])[O-:15].[CH3:28][N:29]([CH3:30])[CH:31]=[O:32].[K+:11].[OH2:27]>>[c:2]1(-[c:17]2[cH:18][c:19]([C:20](=[O:21])[O:22][CH3:23])[cH:24][cH:25][cH:26]2)[cH:3][c:4]([F:10])[c:5]([CH:6]=[O:7])[cH:8][cH:9]1. Reactants: CCN=C=O, CN1CCCC1=O, COC(=O)c1ccc(-c2csc(N)n2)cc1. Yields the product CCNC(=O)Nc1nc(-c2ccc(C(=O)OC)cc2)cs1. As a reaction SMILES: [CH2:17]([CH3:18])[N:19]=[C:20]=[O:21].[CH3:22][N:23]1[CH2:24][CH2:25][CH2:26][C:27]1=[O:28].[NH2:1][c:2]1[s:3][cH:4][c:5](-[c:7]2[cH:8][cH:9][c:10]([C:11](=[O:12])[O:13][CH3:14])[cH:15][cH:16]2)[n:6]1>>[NH:1]([c:2]1[s:3][cH:4][c:5](-[c:7]2[cH:8][cH:9][c:10]([C:11](=[O:12])[O:13][CH3:14])[cH:15][cH:16]2)[n:6]1)[C:20]([NH:19][CH2:17][CH3:18])=[O:21]. Reactants: BrC1=CC=2C(=NC=C(N2)CCC2=CC(=CC(=C2)OC)OC)N1 (6-bromo-2-[2-(3,5-dimethoxyphenyl)ethyl]-5H-pyrrolo[2,3-b]pyrazine), CC1(OB(OC1(C)C)C=1C=CC(=NC1)N1C(CCC1)=O)C (1-[5-(4,4,5,5-tetramethyl-1,3,2-dioxaborolan-2-yl)pyridin-2-yl]pyrrolidin-2-one). Yields the product COC=1C=C(CCC=2N=C3C(=NC2)NC(=C3)C=3C=CC(=NC3)N3C(CCC3)=O)C=C(C1)OC (1-(5-(2-(3,5-Dimethoxyphenethyl)-5H-pyrrolo[2,3-b]pyrazin-6-yl)pyridin-2-yl)pyrrolidin-2-one). Reaction SMILES: Br[C:2]1[NH:22][C:5]2=[N:6][CH:7]=[C:8]([CH2:10][CH2:11][C:12]3[CH:17]=[C:16]([O:18][CH3:19])[CH:15]=[C:14]([O:20][CH3:21])[CH:13]=3)[N:9]=[C:4]2[CH:3]=1.CC1(C)C(C)(C)OB([C:31]2[CH:32]=[CH:33][C:34]([N:37]3[CH2:41][CH2:40][CH2:39][C:38]3=[O:42])=[N:35][CH:36]=2)O1>>[CH3:21][O:20][C:14]1[CH:13]=[C:12]([CH:17]=[C:16]([O:18][CH3:19])[CH:15]=1)[CH2:11][CH2:10][C:8]1[N:9]=[C:4]2[CH:3]=[C:2]([C:31]3[CH:32]=[CH:33][C:34]([N:37]4[CH2:41][CH2:40][CH2:39][C:38]4=[O:42])=[N:35][CH:36]=3)[NH:22][C:5]2=[N:6][CH:7]=1. Reported procedure: The compound was prepared by using procedures analogous to those described for the synthesis of Example 53, Step 2 starting from 6-bromo-2-[2-(3,5-dimethoxyphenyl)ethyl]-5H-pyrrolo[2,3-b]pyrazine and 1-[5-(4,4,5,5-tetramethyl-1,3,2-dioxaborolan-2-yl)pyridin-2-yl]pyrrolidin-2-one (from JPM2 Pharmaceuticals). LCMS calculated for C25H26N5O3 (M+H)+: m/z=444.2. Found 444.2.